Dataset: the Open Reaction Database (ORD), a public repository of structured organic reaction records. Task: describe an organic reaction: reactants, conditions, products, and yield Starting materials: O (water), COC(C(C(=O)OC)=CNC1=CC=C(C=C1)O)=O (2-(4-Hydroxy-anilinomethylene)-propanedioic acid dimethyl ester), C([O-])([O-])=O.[K+].[K+] (Potassium carbonate), C(CCC)I (Butyl iodide). Solvent: CN(C=O)C (dimethylformamide). Yields the product COC(C(C(=O)OC)=CNC1=CC=C(C=C1)OCCCC)=O (2-(4-Butoxy-anilinomethylene)-propanedioic acid dimethyl ester). Yield: 52.3%. RXN SMILES: [CH3:1][O:2][C:3](=[O:18])[C:4](=[CH:9][NH:10][C:11]1[CH:16]=[CH:15][C:14]([OH:17])=[CH:13][CH:12]=1)[C:5]([O:7][CH3:8])=[O:6].C(=O)([O-])[O-].[K+].[K+].[CH2:25](I)[CH2:26][CH2:27][CH3:28].O>CN(C)C=O>[CH3:8][O:7][C:5](=[O:6])[C:4](=[CH:9][NH:10][C:11]1[CH:12]=[CH:13][C:14]([O:17][CH2:25][CH2:26][CH2:27][CH3:28])=[CH:15][CH:16]=1)[C:3]([O:2][CH3:1])=[O:18] |f:1.2.3|. Procedure details: To a mixture of 7 g (28 mMol) of 2-(4-Hydroxy-anilinomethylene)-propanedioic acid dimethyl ester, 3.9 g (28 mMol) of Potassium carbonate in 50 ml of dimethylformamide, 7.3 g (28 mMol) of Butyl iodide were added dropwise with stirring at room temperature. The reaction mixture was heated at 80° C. for 24 hours. Then the reaction mixture was poured into 50 ml of water and extracted three times with ethyl acetate. The organic layer was washed with a solution of sodium hydroxyde (15%) and thereafter ... Starting materials: CCOC(=O)C(Cc1ccccc1)CC(Cc1ccccc1)C(=O)Cl, NCCC(=O)O, [Na+], [Na+], O=C([O-])[O-], O. The product is CCOC(=O)C(Cc1ccccc1)CC(Cc1ccccc1)C(=O)NCCC(=O)O. As a reaction SMILES: [CH2:13]([CH3:14])[O:15][C:16](=[O:17])[CH:18]([CH2:19][CH:20]([C:21](=[O:22])[Cl:23])[CH2:24][c:25]1[cH:26][cH:27][cH:28][cH:29][cH:30]1)[CH2:31][c:32]1[cH:33][cH:34][cH:35][cH:36][cH:37]1.[NH2:1][CH2:2][CH2:3][C:4](=[O:5])[OH:6].[Na+:7].[Na+:8].[O-:9][C:10](=[O:11])[O-:12].[OH2:38]>>[NH:1]([CH2:2][CH2:3][C:4](=[O:5])[OH:6])[C:21]([CH:20]([CH2:19][CH:18]([C:16]([O:15][CH2:13][CH3:14])=[O:17])[CH2:31][c:32]1[cH:33][cH:34][cH:35][cH:36][cH:37]1)[CH2:24][c:25]1[cH:26][cH:27][cH:28][cH:29][cH:30]1)=[O:22]. Reactants: NC1=NC=C(N=C1)C1=C(C=C(C=C1)C=1C(=CC=CC1)C(=O)O)F (4′-(2-aminopyrazin-5-yl)-3′-fluoro-[1,1′-biphenyl]-2-carboxylic acid), N1CCS(CC1)(=O)=O (thiomorpholine 1,1-dioxide). The product is O=S1(CCN(CC1)C(=O)C1=C(C=CC=C1)C1=CC(=C(C=C1)C=1N=CC(=NC1)N)F)=O (5-{2′-[(1,1-Dioxidothiomorpholin-4-yl)carbonyl]-3-fluorobiphenyl-4-yl}pyrazin-2-amine). Reaction SMILES: [NH2:1][C:2]1[CH:7]=[N:6][C:5]([C:8]2[CH:13]=[CH:12][C:11]([C:14]3[C:15]([C:20]([OH:22])=O)=[CH:16][CH:17]=[CH:18][CH:19]=3)=[CH:10][C:9]=2[F:23])=[CH:4][N:3]=1.[NH:24]1[CH2:29][CH2:28][S:27](=[O:31])(=[O:30])[CH2:26][CH2:25]1>>[O:30]=[S:27]1(=[O:31])[CH2:28][CH2:29][N:24]([C:20]([C:15]2[CH:16]=[CH:17][CH:18]=[CH:19][C:14]=2[C:11]2[CH:12]=[CH:13][C:8]([C:5]3[N:6]=[CH:7][C:2]([NH2:1])=[N:3][CH:4]=3)=[C:9]([F:23])[CH:10]=2)=[O:22])[CH2:25][CH2:26]1. Procedure details: The title compound was prepared using methods analogous to those described in Step C of Example 504 using 4′-(2-aminopyrazin-5-yl)-3′-fluoro-[1,1′-biphenyl]-2-carboxylic acid and thiomorpholine 1,1-dioxide. MS (ESI): mass calcd. for C21H19FN4O3S, 426.12; m/z found, 427.0 [M+H]+. 1H NMR (400 MHz, CDCl3) δ 8.60 (s, 1H), 8.11 (s, 1H), 8.11-8.02 (m, 1H), 7.58-7.47 (m, 3H), 7.43 (d, J=7.5, 1H), 7.37 (dd, J=8.1, 1.8, 1H), 7.32 (dd, J=12.1, 1.7, 1H), 4.74 (s, 2H), 4.23 (s, 1H), 4.05 (s, 1H), 3.57-3.48 ... Starting materials: [N+](=O)([O-])C1=CC=C(C=C1)C=1C=NC=CC1 (3-(4-nitrophenyl)pyridine). Reagents/catalysts: [Pd] (Pd—C). Run in CO (MeOH), CCOC(=O)C (EtOAc). Run at time 5 hour. Product: N1=CC(=CC=C1)C1=CC=C(N)C=C1 (4-(pyridin-3-yl)aniline). Isolated yield 97.4%. Reaction SMILES: [N+:1]([C:4]1[CH:9]=[CH:8][C:7]([C:10]2[CH:11]=[N:12][CH:13]=[CH:14][CH:15]=2)=[CH:6][CH:5]=1)([O-])=O>CO.CCOC(C)=O.[Pd]>[N:12]1[CH:13]=[CH:14][CH:15]=[C:10]([C:7]2[CH:8]=[CH:9][C:4]([NH2:1])=[CH:5][CH:6]=2)[CH:11]=1. Procedure: To a mixture of 3-pyridylboronic acid (500 mg, 4.06 mmol), 1-iodo-4-nitrobenzene (1.01 g, 4.06 mmol) and Pd(Ph3P)2Cl2 (140 mg, 0.199 mmol) in dioxane (15 mL), a solution of Na2CO3 (1.00 g, 9.43 mmol) in H2O (10 mL) was added. The mixture was stirred at 100 C for 2 h. Water and EtOAc were added. Organic phase was separated, washed with 5% NaHCO3, dried over Na2SO4, concentrated in vacuo. The residue was purified by a silica gel column on ISCO, eluted with 20-100% EtOAc in hexanes to give 3-(4-nit... Reactants: C(=O)(OC(C)(C)C)N1CCC(CC1)(C(=O)O)C (N-boc-4-methyl-4-piperidinecarboxylic acid), FC1=CC=C(C=C1)B(O)O (4-Fluorobenzeneboronic acid), C(C(C)(C)C)(=O)OC(C(C)(C)C)=O (Pivalic anhydride), O (water). The reagents and catalysts are CC(=O)[O-].CC(=O)[O-].[Pd+2] (Pd(OAc)2), C1(=CC=CC=C1)P([C-]1C=CC=C1)C1=CC=CC=C1.[C-]1(C=CC=C1)P(C1=CC=CC=C1)C1=CC=CC=C1.[Fe+2] (1,1′-Bis(diphenylphosphino)ferrocene). Run in O1CCCC1 (tetrahydrofuran). Reaction conditions: temperature 60 celsius. The product is FC1=CC=C(C=C1)C(=O)C1(CCNCC1)C ((4-Fluoro-phenyl)-(4-methyl-piperidin-4-yl)-methanone). The yield is 0.0%. As a reaction SMILES: C([N:8]1[CH2:13][CH2:12][C:11]([CH3:17])([C:14]([OH:16])=O)[CH2:10][CH2:9]1)(OC(C)(C)C)=O.[F:18][C:19]1[CH:24]=[CH:23][C:22](B(O)O)=[CH:21][CH:20]=1.C(OC(=O)C(C)(C)C)(=O)C(C)(C)C.O>O1CCCC1.CC([O-])=O.CC([O-])=O.[Pd+2].C1(P(C2C=CC=CC=2)[C-]2C=CC=C2)C=CC=CC=1.[C-]1(P(C2C=CC=CC=2)C2C=CC=CC=2)C=CC=C1.[Fe+2]>[F:18][C:19]1[CH:24]=[CH:23][C:22]([C:14]([C:11]2([CH3:17])[CH2:10][CH2:9][NH:8][CH2:13][CH2:12]2)=[O:16])=[CH:21][CH:20]=1 |f:5.6.7,8.9.10|. Procedure details: N-boc-4-methyl-4-piperidinecarboxylic acid (4 g, 16 mol), 4-Fluorobenzeneboronic acid (2.7 g, 20 mol), Pivalic anhydride (4.6 g, 25 mmol), Pd(OAc)2 (0.111 g, 0.4 mol), 1,1′-Bis(diphenylphosphino)ferrocene (0.319 g, 0.1 mol) and (0.7 mL, 41 mmol) of water were mixed together in 20 mL of tetrahydrofuran and the mixture heated at 60° C. overnight. The reaction mixture was filtrated and the solvent was removed under vacuum. The residue was purified with column chromatography on silica using n-heptan... The reactants are [Si](C)(C)(C(C)(C)C)OC[C@H](C=C)N(C(OC(C)(C)C)=O)CC(=O)N(C)OC ((S)-tert-butyl 1-(tert-butyldimethylsilyloxy)but-3-en-2-yl(2-(methoxy(methyl)amino)-2-oxoethyl)carbamate), [Si](C)(C)(C(C)(C)C)OC[C@H](C=C)N(C(OC(C)(C)C)=O)CC(=O)N(C)OC ((S)-tert-butyl 1-(tert-butyldimethylsilyloxy)but-3-en-2-yl(2-(methoxy(methyl)amino)-2-oxoethyl)carbamate), C(=CC)[Mg]Br (prop-1-enylmagnesium bromide). Solvent: C1CCOC1 (THF). Conditions: temperature 0 celsius, time 1 hour. Yields the product ethyl acetate hexanes, [Si](C)(C)(C(C)(C)C)OC[C@H](C=C)N(C(OC(C)(C)C)=O)CC(C=CC)=O ((S)-tert-butyl 1-(tert-butyldimethylsilyloxy)but-3-en-2-yl(2-oxopent-3-enyl)carbamate). Yield: 87.2%. Reaction SMILES: [Si:1]([O:8][CH2:9][C@@H:10]([N:13]([CH2:21][C:22](N(OC)C)=[O:23])[C:14](=[O:20])[O:15][C:16]([CH3:19])([CH3:18])[CH3:17])[CH:11]=[CH2:12])([C:4]([CH3:7])([CH3:6])[CH3:5])([CH3:3])[CH3:2].[CH:28]([Mg]Br)=[CH:29][CH3:30]>C1COCC1>[Si:1]([O:8][CH2:9][C@@H:10]([N:13]([CH2:21][C:22](=[O:23])[CH:28]=[CH:29][CH3:30])[C:14](=[O:20])[O:15][C:16]([CH3:19])([CH3:17])[CH3:18])[CH:11]=[CH2:12])([C:4]([CH3:6])([CH3:5])[CH3:7])([CH3:3])[CH3:2]. Reported procedure: To a solution of (S)-tert-butyl 1-(tert-butyldimethylsilyloxy)but-3-en-2-yl(2-(methoxy(methyl)amino)-2-oxoethyl)carbamate (Intermediate 5, 32.5 g, 80.73 mmol) in THF (400 mL) under nitrogen at 0° C. was added prop-1-enylmagnesium bromide (323 ml, 161.45 mmol) dropwise. The reaction mixture was stirred at 0° C. for 1 hour, then quenched with 400 mL 10% citric acid, diluted further with 100 mL water and extracted with ether. The organics were concentrated and the resulting oil was dissolved in eth... Reactants: C=C(CBr)C(=O)OCC, C=CCC1C(O)CC(OC2CCCCO2)C1CO[Si](C)(C)C(C)(C)C, [Cl-], [H-], [NH4+], [Na+], CN(C)C=O. Yields the product C=CCC1C(OCC(=C)C(=O)OCC)CC(OC2CCCCO2)C1CO[Si](C)(C)C(C)(C)C. RXN SMILES: [Br:28][CH2:29][C:30]([C:31](=[O:32])[O:33][CH2:34][CH3:35])=[CH2:36].[CH2:1]([CH:2]=[CH2:3])[CH:4]1[CH:5]([OH:25])[CH2:6][CH:7]([O:18][CH:19]2[O:20][CH2:21][CH2:22][CH2:23][CH2:24]2)[CH:8]1[CH2:9][O:10][Si:11]([C:12]([CH3:13])([CH3:14])[CH3:15])([CH3:16])[CH3:17].[Cl-:37].[H-:26].[NH4+:38].[Na+:27].[O:39]=[CH:40][N:41]([CH3:42])[CH3:43]>>[CH2:1]([CH:2]=[CH2:3])[CH:4]1[CH:5]([O:25][CH2:36][C:30](=[CH2:29])[C:31](=[O:32])[O:33][CH2:34][CH3:35])[CH2:6][CH:7]([O:18][CH:19]2[O:20][CH2:21][CH2:22][CH2:23][CH2:24]2)[CH:8]1[CH2:9][O:10][Si:11]([C:12]([CH3:13])([CH3:14])[CH3:15])([CH3:16])[CH3:17]. Starting materials: O=C(OOC(=O)c1ccccc1)c1ccccc1, Cc1ccc2cnccc2n1, O=C1CCC(=O)N1Cl, ClC(Cl)(Cl)Cl. Yields the product ClCc1ccc2cnccc2n1. RXN SMILES: [C:20]([O:21][O:22][C:23](=[O:24])[c:25]1[cH:26][cH:27][cH:28][cH:29][cH:30]1)(=[O:31])[c:32]1[cH:33][cH:34][cH:35][cH:36][cH:37]1.[CH3:1][c:2]1[n:3][c:4]2[cH:5][cH:6][n:7][cH:8][c:9]2[cH:10][cH:11]1.[Cl:12][N:13]1[C:14](=[O:15])[CH2:16][CH2:17][C:18]1=[O:19].[Cl:38][C:39]([Cl:40])([Cl:41])[Cl:42]>>[CH2:1]([c:2]1[n:3][c:4]2[cH:5][cH:6][n:7][cH:8][c:9]2[cH:10][cH:11]1)[Cl:12].